This data is from the Open Reaction Database (ORD), a public repository of structured organic reaction records. The task is: describe an organic reaction: reactants, conditions, products, and yield The reactants are FC1=NC(=CC=C1)C(F)(F)F (2-fluoro-6-(trifluoromethyl)pyridine), [N-]=[N+]=[N-].[Na+] (sodium azide), ice water. The solvent is CS(=O)C (dimethylsulfoxide). Conditions: temperature 80 celsius. Product: N(=[N+]=[N-])C1=NC(=CC=C1)C(F)(F)F (2-azido-6-(trifluoromethyl)pyridine). Isolated yield 71.2%. RXN SMILES: F[C:2]1[CH:7]=[CH:6][CH:5]=[C:4]([C:8]([F:11])([F:10])[F:9])[N:3]=1.[N-:12]=[N+:13]=[N-:14].[Na+]>CS(C)=O>[N:12]([C:2]1[CH:7]=[CH:6][CH:5]=[C:4]([C:8]([F:11])([F:10])[F:9])[N:3]=1)=[N+:13]=[N-:14] |f:1.2|. Reported procedure: A mixture of 82.5 grams (g) of 2-fluoro-6-(trifluoromethyl)pyridine (0.5 mole), 65 g of sodium azide (1.0 mole) and 400 milliliters (ml) of dimethylsulfoxide (DMSO) was heated to a temperature of 80° C. for 18 hours. The mixture was allowed to cool and then poured into 1500 ml of ice water. This resulting mixture was then extracted 4 times with 300 ml of pentane each time. The pentane extracts were combined, washed with 500 ml of a saturated NaCl solution and dried with MgSO4. The pentane was th... Isolated yield 94.0%. Run at temperature 0 celsius, time 2 hour. The solvent is CC(=O)C (acetone). Reported procedure: 7.48 g of clarithromycin (purity: 95.4%) was suspended in 70 ml of acetone, and 0.49 ml of formic acid was added thereto and refluxed for 30 minutes. The suspension was cooled to 0° C. and stirred for 2 hours. Then, the resulting crystals were filtered, washed with cold acetone and dried to give 7.42 g of clarithromycin formate (purity: 97.9%, yield: 94%). Reaction SMILES: [CH3:1][CH2:2][C@H:3]1[O:18][C:16](=[O:17])[C@H:15]([CH3:19])[C@@H:14]([O:20][C@@H:21]2[O:26][C@@H:25]([CH3:27])[C@H:24]([OH:28])[C@@:23]([O:30][CH3:31])([CH3:29])[CH2:22]2)[C@H:13]([CH3:32])[C@@H:12]([O:33][C@@H:34]2[O:39][C@H:38]([CH3:40])[CH2:37][C@H:36]([N:41]([CH3:43])[CH3:42])[C@H:35]2[OH:44])[C@@:11]([O:46][CH3:47])([CH3:45])[CH2:10][C@@H:9]([CH3:48])[C:7](=[O:8])[C@H:6]([CH3:49])[C@@H:5]([OH:50])[C@@:4]1([OH:52])[CH3:51].[CH:53]([OH:55])=[O:54]>CC(C)=O>[CH3:1][CH2:2][C@H:3]1[O:18][C:16](=[O:17])[C@H:15]([CH3:19])[C@@H:14]([O:20][C@@H:21]2[O:26][C@@H:25]([CH3:27])[C@H:24]([OH:28])[C@@:23]([O:30][CH3:31])([CH3:29])[CH2:22]2)[C@H:13]([CH3:32])[C@@H:12]([O:33][C@@H:34]2[O:39][C@H:38]([CH3:40])[CH2:37][C@H:36]([N:41]([CH3:42])[CH3:43])[C@H:35]2[OH:44])[C@@:11]([O:46][CH3:47])([CH3:45])[CH2:10][C@@H:9]([CH3:48])[C:7](=[O:8])[C@H:6]([CH3:49])[C@@H:5]([OH:50])[C@@:4]1([OH:52])[CH3:51].[CH:53]([O-:55])=[O:54] |f:3.4|. Yields the product CC[C@@H]1[C@@]([C@@H]([C@H](C(=O)[C@@H](C[C@@]([C@@H]([C@H]([C@@H]([C@H](C(=O)O1)C)O[C@H]2C[C@@]([C@H]([C@@H](O2)C)O)(C)OC)C)O[C@H]3[C@@H]([C@H](C[C@H](O3)C)N(C)C)O)(C)OC)C)C)O)(C)O.C(=O)[O-] (clarithromycin formate). Starting materials: CC[C@@H]1[C@@]([C@@H]([C@H](C(=O)[C@@H](C[C@@]([C@@H]([C@H]([C@@H]([C@H](C(=O)O1)C)O[C@H]2C[C@@]([C@H]([C@@H](O2)C)O)(C)OC)C)O[C@H]3[C@@H]([C@H](C[C@H](O3)C)N(C)C)O)(C)OC)C)C)O)(C)O (clarithromycin), C(=O)O (formic acid). Reactants: COCC(=O)O (methoxyacetic acid), COCC(=O)Cl (methoxyacetyl chloride), C[N+](C)(C)CC(CC(=O)[O-])O (carnitine chloride). The solvent is C(C)#N (acetonitrile). Conditions: temperature 30 celsius, time 2 hour. Product: COCC(=O)C(O)(C[N+](C)(C)C)CC([O-])=O.[Cl-] (methoxy acetyl carnitine chloride). Yield: 74.4%. RXN SMILES: [CH3:1][O:2][CH2:3][C:4]([OH:6])=O.COCC([Cl:12])=O.[CH3:13][N+:14]([CH2:17][CH:18]([OH:23])[CH2:19][C:20]([O-:22])=[O:21])([CH3:16])[CH3:15]>C(#N)C>[CH3:1][O:2][CH2:3][C:4]([C:18]([CH2:19][C:20](=[O:21])[O-:22])([CH2:17][N+:14]([CH3:13])([CH3:15])[CH3:16])[OH:23])=[O:6].[Cl-:12] |f:4.5|. Procedure details: A mixture of methoxyacetic acid (3 ml; 0.04 moles) and methoxyacetyl chloride (3 ml; 0.03 moles) was kept under stirring at 30° C. for 2 hours. To this mixture carnitine chloride (4 g; 0.02 moles) which had been previously dried was added. The resulting mixture was brought to 40° C. and kept under stirring for seven days. The mixture was then taken up with acetonitrile and the unreacted carnitine chloride was filtered off. Upon addition of tert-butyl methyl ether an oil precipitated. The oil pre... Reactants: ice water, IC1=CC2=C(OC(=C2)C)C=C1 (5-iodo-2-methylbenzo[b]furan), Cl (hydrochloric acid), C(C#C)O (propargyl alcohol), N12CCCCCC2=NCCC1 (1,8-diazabicyclo[5.4.0]undec-7-ene). Reagents/catalysts: [Cu]I (copper(I) iodide), C=1C=CC(=CC1)[P](C=2C=CC=CC2)(C=3C=CC=CC3)[Pd]([P](C=4C=CC=CC4)(C=5C=CC=CC5)C=6C=CC=CC6)([P](C=7C=CC=CC7)(C=8C=CC=CC8)C=9C=CC=CC9)[P](C=1C=CC=CC1)(C=1C=CC=CC1)C=1C=CC=CC1 (tetrakis(triphenylphosphine)palladium). Solvent: O (water), O1CCCC1 (tetrahydrofuran). The product is CC1=CC2=C(O1)C=CC(=C2)C#CCO (3-(2-methyl benzo[b]furan-5-yl)prop-2-yn-1-ol). RXN SMILES: I[C:2]1[CH:11]=[CH:10][C:5]2[O:6][C:7]([CH3:9])=[CH:8][C:4]=2[CH:3]=1.N12CCCN=C1CCCCC2.[CH2:23]([OH:26])[C:24]#[CH:25].Cl>O1CCCC1.[Cu]I.C1C=CC([P]([Pd]([P](C2C=CC=CC=2)(C2C=CC=CC=2)C2C=CC=CC=2)([P](C2C=CC=CC=2)(C2C=CC=CC=2)C2C=CC=CC=2)[P](C2C=CC=CC=2)(C2C=CC=CC=2)C2C=CC=CC=2)(C2C=CC=CC=2)C2C=CC=CC=2)=CC=1.O>[CH3:9][C:7]1[O:6][C:5]2[CH:10]=[CH:11][C:2]([C:25]#[C:24][CH2:23][OH:26])=[CH:3][C:4]=2[CH:8]=1 |^1:38,40,59,78|. Reported procedure: A solution of 5-iodo-2-methylbenzo[b]furan (12.1 g, 46.9 mmol) in dry tetrahydrofuran (50 mL) was degassed and copper(I) iodide (280 mg, 1.5 mmol), tetrakis(triphenylphosphine)palladium (1.7 g, 1.5 mmol) and 1,8-diazabicyclo[5.4.0]undec-7-ene (9.1 g, 60.0 mmol) were added. The reaction solution was degassed again and propargyl alcohol (3.4 g, 60.7 mmol) was added under inert atmosphere at ambient temperature. The reaction mixture was stirred (initially under cooling with ice water) for 48 h, the... Starting materials: ClCC1=NC(=NC=C1C(=O)OCC)SC (4-chloromethyl-5-ethoxycarbonyl-2-methylthiopyrimidine), CN (methylamine). Run in CO (methanol), CO (methanol). Conditions: time 15 hour. Yields the product CSC=1N=CC2=C(N1)CN(C2=O)C (2-methylthio-6-methyl-5-oxo-5,6-dihydro(7H) pyrrolo[3,4-d]pyrimidine). Isolated yield 18.0%. As a reaction SMILES: Cl[CH2:2][C:3]1[C:8]([C:9]([O:11]CC)=O)=[CH:7][N:6]=[C:5]([S:14][CH3:15])[N:4]=1.[CH3:16][NH2:17]>CO>[CH3:15][S:14][C:5]1[N:6]=[CH:7][C:8]2[C:9](=[O:11])[N:17]([CH3:16])[CH2:2][C:3]=2[N:4]=1. Procedure details: 79 g (320 mmoles) of 4-chloromethyl-5-ethoxycarbonyl-2-methylthiopyrimidine was dissolved in 300 ml of methanol, and 50 g (640 mmoles) of a 40% methanol solution of methylamine was added dropwise over 15 minutes, and the mixture was stirred for 15 hours. The product was separated by filtration and dried to give 11 g (yield 18%) of 2-methylthio-6-methyl-5-oxo-5,6-dihydro(7H) pyrrolo[3,4-d]pyrimidine. The resulting product (1.5 g; 7.7 mmoles) and 3.4 g (38.5 mmoles) of morpholine were dissolved in...